This data is from the Open Reaction Database (ORD), a public repository of structured organic reaction records. The task is: describe an organic reaction: reactants, conditions, products, and yield Starting materials: NC=1SC=C(N1)/C(/C(=O)O)=N/OC(C)C (2-(2-aminothiazol-4-yl)-2(Z)-isopropoxyiminoacetic acid), N[C@H]1[C@@H]2N(C(=C(CS2)COC(CC(C)=O)=O)C(=O)O)C1=O (7β-amino-3-(3-oxobutyryloxymethyl)-3-cephem-4-carboxylic acid). The product is NC=1SC=C(N1)/C(/C(=O)N[C@H]1[C@@H]2N(C(=C(CS2)COC(CC(C)=O)=O)C(=O)O)C1=O)=N/OC(C)C (7β-[2-(2-Aminothiazol-4-yl)-2(Z)-isopropoxyiminoacetamido]-3-(3-oxobutyryloxymethyl)-3-cephem-4-carboxylic acid). Reaction SMILES: [NH2:1][C:2]1[S:3][CH:4]=[C:5](/[C:7](=[N:11]/[O:12][CH:13]([CH3:15])[CH3:14])/[C:8]([OH:10])=O)[N:6]=1.[NH2:16][C@@H:17]1[C:35](=[O:36])[N:19]2[C:20]([C:32]([OH:34])=[O:33])=[C:21]([CH2:24][O:25][C:26](=[O:31])[CH2:27][C:28](=[O:30])[CH3:29])[CH2:22][S:23][C@H:18]12>>[NH2:1][C:2]1[S:3][CH:4]=[C:5](/[C:7](=[N:11]/[O:12][CH:13]([CH3:15])[CH3:14])/[C:8]([NH:16][C@@H:17]2[C:35](=[O:36])[N:19]3[C:20]([C:32]([OH:34])=[O:33])=[C:21]([CH2:24][O:25][C:26](=[O:31])[CH2:27][C:28](=[O:30])[CH3:29])[CH2:22][S:23][C@H:18]23)=[O:10])[N:6]=1. Procedure details: Starting from 2-(2-aminothiazol-4-yl)-2(Z)-isopropoxyiminoacetic acid and 7β-amino-3-(3-oxobutyryloxymethyl)-3-cephem-4-carboxylic acid, the titled compound is obtained by the procedure of Reference Example 3.